The task is: describe an organic reaction: reactants, conditions, products, and yield. This data is from the Open Reaction Database (ORD), a public repository of structured organic reaction records. Starting materials: FC1=CC=C(C=C1)C1=NN(C=C1C=1C=CC=2N(C1)C(=CN2)C2=CC=C(OCCCN)C=C2)C(C2=CC=CC=C2)(C2=CC=CC=C2)C2=CC=CC=C2 (3-(4-{6-[3-(4-fluorophenyl)-1-trityl-1H-4-pyrazolyl]imidazo[1,2-a]pyridin-3-yl}phenoxy)propylamine), ClC(CCC(=O)OC)=O (methyl 4-chloro-4-oxobutyrate). Product: FC1=CC=C(C=C1)C1=NN(C=C1C=1C=CC=2N(C1)C(=CN2)C2=CC=C(OCCCNC(CCC(=O)OC)=O)C=C2)C(C2=CC=CC=C2)(C2=CC=CC=C2)C2=CC=CC=C2 (Methyl 4-{[3-(4-{6-[3-(4-Fluorophenyl)-1-trityl-1H-4-pyrazolyl]imidazo[1,2-a]pyridin-3-yl}phenoxy)propyl]amino}-4-oxobutanoate). RXN SMILES: [F:1][C:2]1[CH:7]=[CH:6][C:5]([C:8]2[C:12]([C:13]3[CH:14]=[CH:15][C:16]4[N:17]([C:19]([C:22]5[CH:32]=[CH:31][C:25]([O:26][CH2:27][CH2:28][CH2:29][NH2:30])=[CH:24][CH:23]=5)=[CH:20][N:21]=4)[CH:18]=3)=[CH:11][N:10]([C:33]([C:46]3[CH:51]=[CH:50][CH:49]=[CH:48][CH:47]=3)([C:40]3[CH:45]=[CH:44][CH:43]=[CH:42][CH:41]=3)[C:34]3[CH:39]=[CH:38][CH:37]=[CH:36][CH:35]=3)[N:9]=2)=[CH:4][CH:3]=1.Cl[C:53](=[O:60])[CH2:54][CH2:55][C:56]([O:58][CH3:59])=[O:57]>>[F:1][C:2]1[CH:3]=[CH:4][C:5]([C:8]2[C:12]([C:13]3[CH:14]=[CH:15][C:16]4[N:17]([C:19]([C:22]5[CH:32]=[CH:31][C:25]([O:26][CH2:27][CH2:28][CH2:29][NH:30][C:53](=[O:60])[CH2:54][CH2:55][C:56]([O:58][CH3:59])=[O:57])=[CH:24][CH:23]=5)=[CH:20][N:21]=4)[CH:18]=3)=[CH:11][N:10]([C:33]([C:46]3[CH:47]=[CH:48][CH:49]=[CH:50][CH:51]=3)([C:40]3[CH:41]=[CH:42][CH:43]=[CH:44][CH:45]=3)[C:34]3[CH:39]=[CH:38][CH:37]=[CH:36][CH:35]=3)[N:9]=2)=[CH:6][CH:7]=1. Reported procedure: 41 mg of 3-(4-{6-[3-(4-fluorophenyl)-1-trityl-1H-4-pyrazolyl]imidazo[1,2-a]pyridin-3-yl}phenoxy)propylamine obtained in Example 16 and 12 μL methyl 4-chloro-4-oxobutyrate were reacted in the same manner as in Example 17, to give 24 mg of the title compound as a colorless amorphous. The reactants are N(=NC(=O)OC(C)C)C(=O)OC(C)C (diisopropyl azodicarboxylate), COC(C=1C(C(=O)OC)=C(C=CC1)O)=O (3-hydroxyphthalic acid dimethyl ester), ClC=1C2=C(SC1CO)C=CC=C2 ((3-chloro-benzo[b]thiophen-2-yl)-methanol), C1(=CC=CC=C1)P(C1=CC=CC=C1)C1=CC=CC=C1 (triphenyl phosphine). Run in C1CCOC1 (THF). Run at time 8 hour. Product: COC(C=1C(C(=O)OC)=C(C=CC1)OCC1=C(C2=C(S1)C=CC=C2)Cl)=O (3-(3-chloro-benzo[b]thiophen-2-ylmethoxy)-phthalic acid dimethyl ester). Isolated yield 111.9%. Reaction SMILES: [CH3:1][O:2][C:3](=[O:15])[C:4]1[C:5](=[C:10]([OH:14])[CH:11]=[CH:12][CH:13]=1)[C:6]([O:8][CH3:9])=[O:7].[Cl:16][C:17]1[C:18]2[CH:27]=[CH:26][CH:25]=[CH:24][C:19]=2[S:20][C:21]=1[CH2:22]O.C1(P(C2C=CC=CC=2)C2C=CC=CC=2)C=CC=CC=1.N(C(OC(C)C)=O)=NC(OC(C)C)=O>C1COCC1>[CH3:1][O:2][C:3](=[O:15])[C:4]1[C:5](=[C:10]([O:14][CH2:22][C:21]2[S:20][C:19]3[CH:24]=[CH:25][CH:26]=[CH:27][C:18]=3[C:17]=2[Cl:16])[CH:11]=[CH:12][CH:13]=1)[C:6]([O:8][CH3:9])=[O:7]. Reported procedure: To a stirred suspension of 3-hydroxyphthalic acid dimethyl ester (1.0 g, 4.8 mmol), (3-chloro-benzo[b]thiophen-2-yl)-methanol (1.9 g, 9.5 mmol), and polymer-supported triphenyl phosphine (3.0 g, 9.5 mmol) in THF (30 mL) in an ice-bath was slowly added diisopropyl azodicarboxylate (1.9 mL, 9.5 mmol) and stirred at r.t. overnight. The mixture was filtered and the solid was washed with ethyl acetate (10 mL). The filtrate was evaporated and the residue was purified by flash column chromatography (Et...